The task is: describe an organic reaction: reactants, conditions, products, and yield. This data is from the Open Reaction Database (ORD), a public repository of structured organic reaction records. Reactants: CO, Cl, COC(=O)C(C)c1ccc(-c2ccc(F)cc2F)c(F)c1, [K+], NO, [OH-], O. Product: CC(C(=O)NO)c1ccc(-c2ccc(F)cc2F)c(F)c1. Reaction SMILES: [CH3:27][OH:28].[ClH:24].[F:3][c:4]1[c:5](-[c:16]2[c:17]([F:23])[cH:18][c:19]([F:22])[cH:20][cH:21]2)[cH:6][cH:7][c:8]([CH:10]([C:11](=[O:12])[O:13][CH3:14])[CH3:15])[cH:9]1.[K+:2].[NH2:25][OH:26].[OH-:1].[OH2:29]>>[OH:1][NH:25][C:11]([CH:10]([c:8]1[cH:7][cH:6][c:5](-[c:16]2[c:17]([F:23])[cH:18][c:19]([F:22])[cH:20][cH:21]2)[c:4]([F:3])[cH:9]1)[CH3:15])=[O:12]. Starting materials: C=CC1=CC(=CC=C1)CCl (ar-vinyl-benzyl chloride), CC1NC1 (2-methylaziridine), C([O-])([O-])=O.[K+].[K+] (potassium carbonate), CO (methanol). Run in O (water). Yields the product C(=C)C1=CC=C(CN2C(C2)C)C=C1 (N-(p-Vinylbenzyl)-2-Methylethylenimine). The yield is 87.1%. Reaction SMILES: [CH2:1]=[CH:2][C:3]1[CH:8]=[CH:7][CH:6]=[C:5](CCl)[CH:4]=1.C(=O)([O-])[O-].[K+].[K+].[CH3:17]O.[CH3:19][CH:20]1[CH2:22][NH:21]1>O>[CH:2]([C:3]1[CH:4]=[CH:5][C:6]([CH2:17][N:21]2[CH2:22][CH:20]2[CH3:19])=[CH:7][CH:8]=1)=[CH2:1] |f:1.2.3|. Procedure details: The title compound was prepared in a manner analogous to Example 1. The components were ar-vinyl-benzyl chloride (approximately 95% para isomer, 0.249 mol.), potassium carbonate (50.0 g.), anhydrous methanol (1000 ml.) and 2-methylaziridine (70 ml.; 0.974 mol.). Distillation of the crude product (a brown oil) gave 7.6 g. of a water-white liquid boiling at about 85°C. under 0.2-0.3 mm. of Hg pressure. VPC analysis showed this fraction to contain 87.1% of the desired product. The product was obtai... Procedure: Dissolve the product (1.75 g) from STEP 1 in THF (100 mL), treat with 40% H2SO4 (25 mL) and heat the reaction mixture at reflux for 5.5 h. Remove most of the solvent in vacuo, dilute the reaction mixture with water and extract with Et2O. Separate the organic layer and concentrate to give 4-(4-chlorophenyl)-cyclohex-3-enecarboxylic acid (1.36 g). RXN SMILES: [Cl:1][C:2]1[CH:7]=[CH:6][C:5]([C:8]2(O)[CH2:13][CH2:12][CH:11]([C:14]([O:16]CC)=[O:15])[CH2:10][CH2:9]2)=[CH:4][CH:3]=1.OS(O)(=O)=O>C1COCC1>[Cl:1][C:2]1[CH:3]=[CH:4][C:5]([C:8]2[CH2:13][CH2:12][CH:11]([C:14]([OH:16])=[O:15])[CH2:10][CH:9]=2)=[CH:6][CH:7]=1. The reactants are ClC1=CC=C(C=C1)C1(CCC(CC1)C(=O)OCC)O (ethyl 4-(4-chlorophenyl)-4-hydroxy-cyclohexanecarboxylate), OS(=O)(=O)O (H2SO4). Run in C1CCOC1 (THF). The product is ClC1=CC=C(C=C1)C1=CCC(CC1)C(=O)O (4-(4-chlorophenyl)-cyclohex-3-enecarboxylic acid). Isolated yield 92.8%. Starting materials: Cl (hydrochloric acid), C1C=CC2=CC=CC=C12 (indene), Cl.ClCC=1N(C=CN1)C (2-(chloromethyl)-1-methyl-1H-imidazole hydrochloride), C(CCC)[Li] (n-butyllithium). Reaction SMILES: [CH2:1]1[C:9]2[C:4](=[CH:5][CH:6]=[CH:7][CH:8]=2)[CH:3]=[CH:2]1.C([Li])CCC.Cl.Cl[CH2:17][C:18]1[N:19]([CH3:23])[CH:20]=[CH:21][N:22]=1.Cl>O1CCCC1>[CH2:1]1[C:9]2[C:4](=[CH:5][CH:6]=[CH:7][CH:8]=2)[C:3]([CH2:17][C:18]2[N:19]([CH3:23])[CH:20]=[CH:21][N:22]=2)=[CH:2]1 |f:2.3|. The yield is 76.7%. Run in O1CCCC1 (tetrahydrofuran). Yields the product C1C=C(C2=CC=CC=C12)CC=1N(C=CN1)C (2-(1H-inden-3-ylmethyl)-1-methyl-1H-imidazole). Procedure: A solution of 17.4 ml of indene (0.1497 mol) in 150 ml of tetrahydrofuran (THF) was cooled to −60° C. and 61.8 ml of n-butyllithium (2M in hexane, 0.136 mol) were subsequently added while stirring. The mixture was allowed to warm to room temperature while stirring for 3 h and 5 g (0.0299 mol) of 2-(chloromethyl)-1-methyl-1H-imidazole hydrochloride was then added while stirring. The mixture was then stirred for a further 12 hours and hydrolyzed with 400 ml of dilute hydrochloric acid, the organic... Starting materials: C([O-])([O-])=O.[Li+].[Li+] (lithium carbonate), FC1=C(C=C(C#N)C=C1)C(F)(F)F (4-fluoro-3-(trifluoromethyl)benzonitrile), OC(C)(C)[C@@H]1[C@@H](NCC1)C ((2S,3S)-3-(1-hydroxy-1-methylethyl)-2-methylpyrrolidine). Yields the product OC(C)(C)[C@@H]1[C@@H](N(CC1)C1=C(C=C(C#N)C=C1)C(F)(F)F)C (4-[(2S,3S)-3-(1-hydroxy-1-methylethyl)-2-methylpyrrolidin-1-yl]-3-(trifluoromethyl)benzonitrile), solid. RXN SMILES: F[C:2]1[CH:9]=[CH:8][C:5]([C:6]#[N:7])=[CH:4][C:3]=1[C:10]([F:13])([F:12])[F:11].[OH:14][C:15]([C@H:18]1[CH2:22][CH2:21][NH:20][C@H:19]1[CH3:23])([CH3:17])[CH3:16].C(=O)([O-])[O-].[Li+].[Li+]>>[OH:14][C:15]([C@H:18]1[CH2:22][CH2:21][N:20]([C:2]2[CH:9]=[CH:8][C:5]([C:6]#[N:7])=[CH:4][C:3]=2[C:10]([F:13])([F:12])[F:11])[C@H:19]1[CH3:23])([CH3:17])[CH3:16] |f:2.3.4|. Reported procedure: Using 4-fluoro-3-(trifluoromethyl)benzonitrile (300 mg), (2S,3S)-3-(1-hydroxy-1-methylethyl)-2-methylpyrrolidine 1/2 oxalate (359 mg) and lithium carbonate (140 mg), the title compound was obtained as a colorless solid (yield: 180 mg) by an operation similar to that in Example 3. Starting materials: ClC=1C(=NOC1N(S(=O)(=O)C1=C(SC2=NC=CC=C21)C(C2=CC1=C(C=C2)OCO1)O)COCCOC)C (N-(4-chloro-3-methyl-5-isoxazolyl)-N-(methoxyethoxymethyl)-2 -(α-hydroxy-3,4-(methylenedioxy) benzyl]-thieno [2,3-b]pyridine-3-sulfonamide), C(C)[SiH](CC)CC (triethylsilane), B(F)(F)F.CCOCC (boron trifluoride etherate). Run in C(Cl)Cl (CH2Cl2), CCOC(=O)C (EtOAc). Run at time 2 hour. Yields the product EtOAc hexanes, ClC=1C(=NOC1N(S(=O)(=O)C1=C(SC2=NC=CC=C21)CC2=CC1=C(C=C2)OCO1)COCCOC)C (N-(4-chloro-3-methyl-5-isoxazolyl)-N-(methoxyethoxymethyl)-2 -[3,4-(methylenedioxy)benzyl]thieno[2,3-b]pyridine-3-sulfonamide). The yield is 66.4%. As a reaction SMILES: [Cl:1][C:2]1[C:3]([CH3:37])=[N:4][O:5][C:6]=1[N:7]([CH2:31][O:32][CH2:33][CH2:34][O:35][CH3:36])[S:8]([C:11]1[C:19]2[C:14](=[N:15][CH:16]=[CH:17][CH:18]=2)[S:13][C:12]=1[CH:20](O)[C:21]1[CH:26]=[CH:25][C:24]2[O:27][CH2:28][O:29][C:23]=2[CH:22]=1)(=[O:10])=[O:9].C([SiH](CC)CC)C.B(F)(F)F.CCOCC>C(Cl)Cl.CCOC(C)=O>[Cl:1][C:2]1[C:3]([CH3:37])=[N:4][O:5][C:6]=1[N:7]([CH2:31][O:32][CH2:33][CH2:34][O:35][CH3:36])[S:8]([C:11]1[C:19]2[C:14](=[N:15][CH:16]=[CH:17][CH:18]=2)[S:13][C:12]=1[CH2:20][C:21]1[CH:26]=[CH:25][C:24]2[O:27][CH2:28][O:29][C:23]=2[CH:22]=1)(=[O:9])=[O:10] |f:2.3|. Procedure details: To a solution of N-(4-chloro-3-methyl-5-isoxazolyl)-N-(methoxyethoxymethyl)-2 -(α-hydroxy-3,4-(methylenedioxy) benzyl]-thieno [2,3-b]pyridine-3-sulfonamide (0.10 g, 0.18 mmoles)[see Example 4(B)] and triethylsilane (0.29 ml, 1.8 mmoles) in CH2Cl2 (2 ml) was added boron trifluoride etherate (0.10 ml, 0.81 mmoles). The orange-brown solution was stirred 2 hours at ambient temperature then diluted with EtOAc (50 ml) and washed with H2O (75 ml). The organic layer was dried (MgSO4), filtered and conce...